Task: describe an organic reaction: reactants, conditions, products, and yield. Dataset: the Open Reaction Database (ORD), a public repository of structured organic reaction records The reactants are ClC1=CC=2NC3=CC=CC=C3OC2C=C1 (2-chlorophenoxazine), Cl.ClC=1N(CCC1)C1=NCCC1 (2-chloro-(1-pyrrolin-2-yl)pyrroline hydrochloride). The product is Cl.ClC1=CC=2N(C3=CC=CC=C3OC2C=C1)C=1N(CCC1)C1=NCCC1 (2-CHLORO-10-[1-(1-PYRROLIN-2-YL)-2-PYRROLIN-2-YL]-PHENOXAZINE HYDROCHLORIDE). RXN SMILES: [Cl:1][C:2]1[CH:15]=[CH:14][C:13]2[O:12][C:11]3[C:6](=[CH:7][CH:8]=[CH:9][CH:10]=3)[NH:5][C:4]=2[CH:3]=1.Cl.Cl[C:18]1[N:19]([C:23]2[CH2:27][CH2:26][CH2:25][N:24]=2)[CH2:20][CH2:21][CH:22]=1>>[ClH:1].[Cl:1][C:2]1[CH:15]=[CH:14][C:13]2[O:12][C:11]3[C:6](=[CH:7][CH:8]=[CH:9][CH:10]=3)[N:5]([C:18]3[N:19]([C:23]4[CH2:27][CH2:26][CH2:25][N:24]=4)[CH2:20][CH2:21][CH:22]=3)[C:4]=2[CH:3]=1 |f:1.2,3.4|. Procedure details: Reaction of 2-chlorophenoxazine with 2-chloro-(1-pyrrolin-2-yl)pyrroline hydrochloride according to the procedure of Example 7 affords 2-CHLORO-10-[1-(1-PYRROLIN-2-YL)-2-PYRROLIN-2-YL]-PHENOXAZINE HYDROCHLORIDE, m.p. 262.5°-264.5° C. (dec.) (corr.), from ethanol-ether. Starting materials: ( 4 ), hydrochloride salt, N=C1N(CCC1)C (2-imino-1-methylpyrrolidine), BrC=1C=C(C=CC1)N=C=O (m-bromophenylisocyanate). The solvent is C1=CC=CC=C1 (benzene), C1=CC=CC=C1 (benzene). Reaction conditions: time 2 hour. Yields the product BrC=1C=C(C=CC1)NC(=O)N=C1N(CCC1)C (1-(3-bromophenyl)-3 -(1-methyl-2-pyrrolidylidene)urea). Reaction SMILES: [NH:1]=[C:2]1[CH2:6][CH2:5][CH2:4][N:3]1[CH3:7].[Br:8][C:9]1[CH:10]=[C:11]([N:15]=[C:16]=[O:17])[CH:12]=[CH:13][CH:14]=1>C1C=CC=CC=1>[Br:8][C:9]1[CH:10]=[C:11]([NH:15][C:16]([N:1]=[C:2]2[CH2:6][CH2:5][CH2:4][N:3]2[CH3:7])=[O:17])[CH:12]=[CH:13][CH:14]=1. Reported procedure: The hydrochloride salt of 2-imino-1-methylpyrrolidine is converted to the free base (4.9 g.; 0.05 mole) in benzene in the usual manner. Then 9.9 g. (0.05 mole) of m-bromophenylisocyanate [made according to the method of K. Inukai and Y. Maki, Kogyo Kagaku Zasshi, 70 (4), 491-4 (1967)] dissolved in anhydrous benzene is added. The reaction mixture is stirred at room temperature for 11/2 hours and the solvent then evaporated in vacuo to give a solid redisue of 1-(3-bromophenyl)-3 -(1-methyl-2-pyrro... Reactants: [N+](=O)([O-])C=1C=CC(=NC1)C(=O)OC (Methyl 5-nitropyridine-2-carboxylate). Run in N1CCCCC1 (piperidine). The product is [N+](=O)([O-])C=1C=CC(=NC1)C(=O)N1CCCCC1 (5-nitro-2-(piperidin-1-ylcarbonyl)pyridine). RXN SMILES: [N+:1]([C:4]1[CH:5]=[CH:6][C:7]([C:10]([O:12]C)=O)=[N:8][CH:9]=1)([O-:3])=[O:2]>N1CCCCC1>[N+:1]([C:4]1[CH:5]=[CH:6][C:7]([C:10]([N:8]2[CH2:9][CH2:4][CH2:5][CH2:6][CH2:7]2)=[O:12])=[N:8][CH:9]=1)([O-:3])=[O:2]. Procedure details: Methyl 5-nitropyridine-2-carboxylate (182 g, 1 mol) was refluxed in piperidine (250 mL) for 1 hour. The reaction mixture was concentrated in vacuo to give crude 5-nitro-2-(piperidin-1-ylcarbonyl)pyridine, which was used for the next stage without additional purification.